Dataset: the Open Reaction Database (ORD), a public repository of structured organic reaction records. Task: describe an organic reaction: reactants, conditions, products, and yield Solvent: S(=O)([O-])[O-].[Na+].[Na+] (sodium sulfite). Yields the product S(=O)(=O)(O)C(C(C(=O)O)S(=O)(=O)O)C(=O)O (di-sulfosuccinic acid). The reactants are O (water), final solution, C1=CC=C(C=C1)/C=C/CO[C@H]2[C@@H]([C@H]([C@@H]([C@H](O2)CO)O)O)O (rosin), S(O)(O)(=O)=O (sulfuric acid), O (water), C1(\C=C/C(=O)O1)=O (maleic anhydride), O (water). As a reaction SMILES: C1C=CC(/C=C/C[O:10][C@@H:11]2[O:16][C@H](CO)[C@@H:14]([OH:19])[C@H:13](O)[C@H:12]2O)=CC=1.[S:22](=[O:26])(=[O:25])([OH:24])O.C1(=O)OC(=O)C=C1.[OH2:34]>S([O-])([O-])=O.[Na+].[Na+]>[S:22]([CH:12]([C:11]([OH:10])=[O:16])[CH:13]([S:22]([OH:26])(=[O:25])=[O:24])[C:14]([OH:19])=[O:34])([OH:24])(=[O:26])=[O:25] |f:4.5.6|. Conditions: time 1 hour. Procedure details: 745.4 Parts of rosin addition product (b) are esterified with 196 parts of maleic anhydride, while stirring at 50° to 85° C.; after diluting the mixture with water, 264.6 to 277.2 parts of sodium sulfite (as an aqueous solution) are introduced by stirring within 15 to 120 minutes at 40° to 80° C., and stirring is continued for 1 hour, after the mixture has become clearly water-soluble. The amount of water added may be in the range of from 50 to 85% by weight of the final solution. By way of spra...